Dataset: the Open Reaction Database (ORD), a public repository of structured organic reaction records. Task: describe an organic reaction: reactants, conditions, products, and yield The reactants are C(=O)([O-])[O-].[Na+].[Na+] (Na2CO3), Pd(PPh)3Cl2, COC(N[C@@H](C(C)(C)C)C(=O)NN(C[C@@](CC1=CC=CC=C1)(C(N[C@@H]1[C@@H](CC2=CC=CC=C12)O)=O)O)CC1=CC=C(C=C1)Br)=O ({(1S)-1-[N′-(4-Bromo-benzyl)-N′-((2S)-2-hydroxy-2-((1S,2R)-2-hydroxy-indan-1-ylcarbamoyl)-3-phenyl-propyl)-hydrazinocarbonyl]-2,2-dimethyl-propyl}-carbamic acid methyl ester), N1=CC=C(C=C1)B(O)O (pyridine-4-boronic acid), CCO (EtOH). The solvent is COCCOC (DME). The product is COC(N[C@@H](C(C)(C)C)C(=O)NN(CC1=CC=C(C=C1)C1=CC=NC=C1)C[C@@](CC1=CC=CC=C1)(C(N[C@@H]1[C@@H](CC2=CC=CC=C12)O)=O)O)=O ({(1S)-1-[N′-[(2S)-2-Hydroxy-2-((1S,2R)-2-hydroxy-indan-1-ylcarbamoyl)-3-phenyl-propyl]-N′-[4-(pyridin-4-yl)-benzyl]-hydrazinocarbonyl]-2,2-dimethyl-propyl}-carbamic acid methyl ester), product. Isolated yield 17.0%. Reaction SMILES: [CH3:1][O:2][C:3](=[O:45])[NH:4][C@H:5]([C:10]([NH:12][N:13]([CH2:37][C:38]1[CH:43]=[CH:42][C:41](Br)=[CH:40][CH:39]=1)[CH2:14][C@:15]([OH:36])([C:23](=[O:35])[NH:24][C@H:25]1[C:33]2[C:28](=[CH:29][CH:30]=[CH:31][CH:32]=2)[CH2:27][C@H:26]1[OH:34])[CH2:16][C:17]1[CH:22]=[CH:21][CH:20]=[CH:19][CH:18]=1)=[O:11])[C:6]([CH3:9])([CH3:8])[CH3:7].[N:46]1[CH:51]=[CH:50][C:49](B(O)O)=[CH:48][CH:47]=1.C([O-])([O-])=O.[Na+].[Na+].CCO>COCCOC>[CH3:1][O:2][C:3](=[O:45])[NH:4][C@H:5]([C:10]([NH:12][N:13]([CH2:14][C@:15]([OH:36])([C:23](=[O:35])[NH:24][C@H:25]1[C:33]2[C:28](=[CH:29][CH:30]=[CH:31][CH:32]=2)[CH2:27][C@H:26]1[OH:34])[CH2:16][C:17]1[CH:22]=[CH:21][CH:20]=[CH:19][CH:18]=1)[CH2:37][C:38]1[CH:43]=[CH:42][C:41]([C:49]2[CH:50]=[CH:51][N:46]=[CH:47][CH:48]=2)=[CH:40][CH:39]=1)=[O:11])[C:6]([CH3:9])([CH3:8])[CH3:7] |f:2.3.4|. Procedure details: The title compound was prepared according to Method B, using compound 19 (90.0 mg, 0.132 mmol), pyridine-4-boronic acid (81.0 mg, 0.659 mmol), Pd(PPh)3Cl2 (4.60 mg, 0.0065 mmol), 2 M Na2CO3 (aq., 0.198 mL, 0.396 mmol), EtOH (0.4 mL) and DME (1.6 mL). Purification by RP-LC-MS (40 min gradient of 0-80% CH3CN in 0.05% aqueous formic acid) yielded the product (15.6 mg, 17%) as a white solid. Starting materials: C(C)OC1=CC(CCCC1)=O (3-ethoxycycloheptenone), C(CC1=CC=CC=C1)[Mg]Cl (phenethymagnesium chloride). Run in hexanes, C(C)(=O)OCC (ethyl acetate). Product: C(C)OC1=CC(CCCC1)=O (3-Ethoxycycloheptenone), C(CC1=CC=CC=C1)C1=CC(CCCC1)=O (3-Phenethylcycloheptenone). Yield: 184.8%. As a reaction SMILES: [CH2:1]([O:3][C:4]1[CH2:10][CH2:9][CH2:8][CH2:7][C:6](=[O:11])[CH:5]=1)[CH3:2].[CH2:12]([Mg]Cl)[CH2:13][C:14]1[CH:19]=[CH:18][CH:17]=[CH:16][CH:15]=1>C(OCC)(=O)C>[CH2:1]([O:3][C:4]1[CH2:10][CH2:9][CH2:8][CH2:7][C:6](=[O:11])[CH:5]=1)[CH3:2].[CH2:12]([C:4]1[CH2:10][CH2:9][CH2:8][CH2:7][C:6](=[O:11])[CH:5]=1)[CH2:13][C:14]1[CH:19]=[CH:18][CH:17]=[CH:16][CH:15]=1. Procedure: 3-Ethoxycycloheptenone was synthesized following published procedures.8 The general procedure for the preparation of substrates using 3-ethoxycycloheptenone (766 mg, 4.97 mmol) and phenethymagnesium chloride (10 mmol, 1M in THF) gave, after flash chromatography (4:1 hexanes:ethyl acetate), the title compound as a colorless liquid (0.984 g, 93%). 1H NMR (300 MHz, CDCl3): δ 7.32-7.13 (m, 5H), 5.91 (br s, 1H), 2.79 (dd, J=10.5, 7.8 Hz, 2H), 2.64-2.39 (m, 6H), 1.86-1.70 (m, 4H). 13C NMR (75 MHz, CDC... Starting materials: C(C)(C)(C)OC(=O)NC1=NC=C(C=N1)C1=NC(=C2N=CN(C2=N1)CC(=O)O)N1CCOCC1 (2-(2-(2-(tert-butoxycarbonylamino)pyrimidin-5-yl)-6-morpholino-9H-purin-9-yl)acetic acid), CS(=O)(=O)N1CCNCC1 (1-(methylsulfonyl)piperazine). Product: NC1=NC=C(C=N1)C1=NC(=C2N=CN(C2=N1)CC(=O)N1CCN(CC1)S(=O)(=O)C)N1CCOCC1 (2-(2-(2-aminopyrimidin-5-yl)-6-morpholino-9H-purin-9-yl)-1-(4-(methylsulfonyl)piperazin-1-yl)ethanone). As a reaction SMILES: C(OC([NH:8][C:9]1[N:14]=[CH:13][C:12]([C:15]2[N:23]=[C:22]3[C:18]([N:19]=[CH:20][N:21]3[CH2:24][C:25](O)=[O:26])=[C:17]([N:28]3[CH2:33][CH2:32][O:31][CH2:30][CH2:29]3)[N:16]=2)=[CH:11][N:10]=1)=O)(C)(C)C.[CH3:34][S:35]([N:38]1[CH2:43][CH2:42][NH:41][CH2:40][CH2:39]1)(=[O:37])=[O:36]>>[NH2:8][C:9]1[N:14]=[CH:13][C:12]([C:15]2[N:23]=[C:22]3[C:18]([N:19]=[CH:20][N:21]3[CH2:24][C:25]([N:41]3[CH2:42][CH2:43][N:38]([S:35]([CH3:34])(=[O:37])=[O:36])[CH2:39][CH2:40]3)=[O:26])=[C:17]([N:28]3[CH2:33][CH2:32][O:31][CH2:30][CH2:29]3)[N:16]=2)=[CH:11][N:10]=1. Procedure: 2-(2-(2-(tert-butoxycarbonylamino)pyrimidin-5-yl)-6-morpholino-9H-purin-9-yl)acetic acid (35 mg) was reacted with 1-(methylsulfonyl)piperazine via General Procedure E followed by Boc deprotection via General Procedure D and purified via reverse phase HPLC to give 9 mg 123 as a white solid. MS (Q1) 503.2 (M)+. Starting materials: Cc1cc(C(F)(F)F)ccc1Br, CS(C)=O, [Cu]I, [K+], [K+], [K+], Nc1ncccc1-c1ccc(O)cc1, O=C(O)c1ccccn1, O=P([O-])([O-])[O-]. Yields the product Cc1cc(C(F)(F)F)ccc1Oc1ccc(-c2cccnc2N)cc1. RXN SMILES: [Br:32][c:33]1[c:34]([CH3:43])[cH:35][c:36]([C:39]([F:40])([F:41])[F:42])[cH:37][cH:38]1.[CH3:46][S:47]([CH3:48])=[O:49].[Cu:44][I:45].[K+:29].[K+:30].[K+:31].[NH2:10][c:11]1[n:12][cH:13][cH:14][cH:15][c:16]1-[c:17]1[cH:18][cH:19][c:20]([OH:23])[cH:21][cH:22]1.[OH:1][C:2]([c:3]1[n:4][cH:5][cH:6][cH:7][cH:8]1)=[O:9].[P:24]([O-:25])([O-:26])([O-:27])=[O:28]>>[NH2:10][c:11]1[n:12][cH:13][cH:14][cH:15][c:16]1-[c:17]1[cH:18][cH:19][c:20]([O:23][c:33]2[c:34]([CH3:43])[cH:35][c:36]([C:39]([F:40])([F:41])[F:42])[cH:37][cH:38]2)[cH:21][cH:22]1.